From a dataset of the Open Reaction Database (ORD), a public repository of structured organic reaction records. describe an organic reaction: reactants, conditions, products, and yield Reported procedure: The product thus obtained is fit for the preparation of azo pigments of high fastness and according to HPLC contains <0.1% of 5-aminobenzimidazolone and <0.1% of 3-hydroxy-2-naphthoic acid. RXN SMILES: [NH2:1][C:2]1[CH:11]=[CH:10][C:5]2=[N:6][C:7](=[O:9])[N:8]=[C:4]2[CH:3]=1.[OH:12][C:13]1[C:14]([C:23](O)=[O:24])=[CH:15][C:16]2[C:21]([CH:22]=1)=[CH:20][CH:19]=[CH:18][CH:17]=2>>[OH:12][C:13]1[C:14]([C:23]([NH:1][C:2]2[CH:11]=[CH:10][C:5]3=[N:6][C:7](=[O:9])[N:8]=[C:4]3[CH:3]=2)=[O:24])=[CH:15][C:16]2[C:21]([CH:22]=1)=[CH:20][CH:19]=[CH:18][CH:17]=2. Yields the product OC=1C(=CC2=CC=CC=C2C1)C(=O)NC1=CC=2C(=NC(N2)=O)C=C1 (3-Hydroxy-N-benzimidazolon-5-yl-2-naphthamide). The reactants are azo, NC1=CC=2C(=NC(N2)=O)C=C1 (5-aminobenzimidazolone), OC=1C(=CC2=CC=CC=C2C1)C(=O)O (3-hydroxy-2-naphthoic acid). Isolated yield 62.0%. Reactants: vanadium acetonyl-acetonate, FC1=CC=C(C=C1)C(CN1N=CN=C1)(C(=C)C1=CC=C(C=C1)F)O (2,3-Bis(4-fluorophenyl)-1-(1H-1,2,4-triazol-1-yl)-3-butene-2-ol), C(C)(C)(C)OO (tert-butyl hydroperoxide). Solvent: C1=CC=CC=C1 (benzene). Reported procedure: 2,3-Bis(4-fluorophenyl)-1-(1H-1,2,4-triazol-1-yl)-3-butene-2-ol (1.0 g) was dissolved in 50 ml of anhydrous benzene and stirred under nitrogen. To this solution was added 0.012 g of vanadium acetonyl-acetonate. The solution was then refluxed and tert-butyl hydroperoxide (0.44 g dissolved in 5 ml of anhydrous benzene) was added dropwise over 10 minutes. The reaction was refluxed for one additional hour and then cooled to ambient temperature. The benzene was removed in vacuo and the residue chroma... The product is FC1=CC=C(C=C1)C(CN1N=CN=C1)(C1(CO1)C1=CC=C(C=C1)F)O (2,3-bis (4-fluorophenyl)-1-(1H-1,2,4-triazol-1-yl)-3,4-epoxy-2-butanol). Reaction SMILES: [F:1][C:2]1[CH:7]=[CH:6][C:5]([C:8]([OH:24])([C:15]([C:17]2[CH:22]=[CH:21][C:20]([F:23])=[CH:19][CH:18]=2)=[CH2:16])[CH2:9][N:10]2[CH:14]=[N:13][CH:12]=[N:11]2)=[CH:4][CH:3]=1.C([O:29]O)(C)(C)C>C1C=CC=CC=1>[F:1][C:2]1[CH:7]=[CH:6][C:5]([C:8]([OH:24])([C:15]2([C:17]3[CH:18]=[CH:19][C:20]([F:23])=[CH:21][CH:22]=3)[O:29][CH2:16]2)[CH2:9][N:10]2[CH:14]=[N:13][CH:12]=[N:11]2)=[CH:4][CH:3]=1. Starting materials: C12(CC3CC(CC(C1)C3)C2)C=2C=C(C=CC2OC)SCC2=CC=C(C(=O)OC)C=C2 (methyl 4-[3-(1-adamantyl)-4-methoxyphenylthiomethyl]benzoate), ClCCl (dichloromethane), ClC1=CC(=CC=C1)C(=O)OO (meta-chloroperbenzoic acid). Solvent: O (water). Reaction conditions: time 2 hour. Yields the product C12(CC3CC(CC(C1)C3)C2)C=2C=C(C=CC2OC)S(=O)CC2=CC=C(C(=O)OC)C=C2 (methyl 4-[3-(1-adamantyl)-4-methoxyphenylsulfinylmethyl]benzoate). As a reaction SMILES: [C:1]12([C:11]3[CH:12]=[C:13]([S:19][CH2:20][C:21]4[CH:30]=[CH:29][C:24]([C:25]([O:27][CH3:28])=[O:26])=[CH:23][CH:22]=4)[CH:14]=[CH:15][C:16]=3[O:17][CH3:18])[CH2:10][CH:5]3[CH2:6][CH:7]([CH2:9][CH:3]([CH2:4]3)[CH2:2]1)[CH2:8]2.ClCCl.ClC1C=CC=C(C(OO)=[O:42])C=1>O>[C:1]12([C:11]3[CH:12]=[C:13]([S:19]([CH2:20][C:21]4[CH:30]=[CH:29][C:24]([C:25]([O:27][CH3:28])=[O:26])=[CH:23][CH:22]=4)=[O:42])[CH:14]=[CH:15][C:16]=3[O:17][CH3:18])[CH2:10][CH:5]3[CH2:4][CH:3]([CH2:9][CH:7]([CH2:6]3)[CH2:8]1)[CH2:2]2. Procedure: 844 mg (2 mmol) of methyl 4-[3-(1-adamantyl)-4-methoxyphenylthiomethyl]benzoate and 20 ml of dichloromethane were introduced into a round-bottomed flask and 386 mg (1.9 mmol) of meta-chloroperbenzoic acid were added. The reaction medium was stirred at room temperature for two hours and was then poured into water and extracted with dichloromethane. The organic phase was separated out after settling had taken place, dried over magnesium sulfate and evaporated. The residue was purified by chromatog... RXN SMILES: N(C(OCC)=O)=NC(OCC)=O.C1(P(C2C=CC=CC=2)C2C=CC=CC=2)C=CC=CC=1.[CH2:32]([O:39][CH2:40][C@@H:41]1[O:46][CH2:45][C@@:44]([NH:55][C:56]([NH:58][C:59](=[O:66])[C:60]2[CH:65]=[CH:64][CH:63]=[CH:62][CH:61]=2)=[S:57])([C:47]2[CH:52]=[CH:51][C:50]([F:53])=[CH:49][C:48]=2[F:54])[C@H:43]([C@@H:67](O)[CH3:68])[CH2:42]1)[C:33]1[CH:38]=[CH:37][CH:36]=[CH:35][CH:34]=1>O1CCCC1>[CH2:32]([O:39][CH2:40][C@@H:41]1[O:46][CH2:45][C@:44]2([C:47]3[CH:52]=[CH:51][C:50]([F:53])=[CH:49][C:48]=3[F:54])[N:55]=[C:56]([NH:58][C:59](=[O:66])[C:60]3[CH:65]=[CH:64][CH:63]=[CH:62][CH:61]=3)[S:57][C@H:67]([CH3:68])[C@@H:43]2[CH2:42]1)[C:33]1[CH:34]=[CH:35][CH:36]=[CH:37][CH:38]=1. Solvent: O1CCCC1 (tetrahydrofuran), O1CCCC1 (tetrahydrofuran). Run at time 30 minute. Procedure details: Diethyl azodicarboxylate (21.3 mL, 136 mmol) was added drop-wise to a solution of triphenylphosphine (35.7 g, 136 mmol) in tetrahydrofuran (850 mL), and the mixture was stirred for 30 minutes before being cooled in an ice bath. A solution of N-{[(3S,4R,6R)-6-[(benzyloxy)methyl]-3-(2,4-difluorophenyl)-4-[(1S)-1-hydroxyethyl]tetrahydro-2H-pyran-3-yl]carbamothioyl}benzamide (C20) (24.5 g, 45.3 mmol) in tetrahydrofuran (115 mL) was added drop-wise to the reaction mixture, which was then stirred for ... Starting materials: N(=NC(=O)OCC)C(=O)OCC (Diethyl azodicarboxylate), C1(=CC=CC=C1)P(C1=CC=CC=C1)C1=CC=CC=C1 (triphenylphosphine), C(C1=CC=CC=C1)OC[C@H]1C[C@H]([C@@](CO1)(C1=C(C=C(C=C1)F)F)NC(=S)NC(C1=CC=CC=C1)=O)[C@H](C)O (N-{[(3S,4R,6R)-6-[(benzyloxy)methyl]-3-(2,4-difluorophenyl)-4-[(1S)-1-hydroxyethyl]tetrahydro-2H-pyran-3-yl]carbamothioyl}benzamide). Yields the product C(C1=CC=CC=C1)OC[C@H]1C[C@@H]2[C@@](N=C(S[C@@H]2C)NC(C2=CC=CC=C2)=O)(CO1)C1=C(C=C(C=C1)F)F (N-[(4R,4aR,6R,8aS)-6-[(benzyloxy)methyl]-8a-(2,4-difluorophenyl)-4-methyl-4,4a,5,6,8,8a-hexahydropyrano[3,4-d][1,3]thiazin-2-yl]benzamide). Starting materials: O1[C@@H](C1)COC1=C2C=CNC2=CC=C1 ((S)-(+)-4-(oxiranylmethoxy)-1H-indole), C(C(=O)O)(=O)O (oxalic acid), CO (methanol), FC1=CC=C(C=C1)C(C1=CC=C(C=C1)F)N1CCCCC1 (bis(4-fluorophenyl)methylpiperidine). Run in C(C)(=O)OCC (ethyl acetate), C(C)(=O)OCC (ethyl acetate). The product is C(C(=O)O)(=O)O.N1C=CC2=C(C=CC=C12)OC[C@H](CN1CCC(CC1)C(C1=CC=C(C=C1)F)C1=CC=C(C=C1)F)O ((2S)-(-)-1-(4-indolyloxy)-3-(4-bis(4-fluorophenyl)methylpiperidin-1-yl)-2-propanol ethanedioate). Reaction SMILES: [O:1]1[CH2:3][C@H:2]1[CH2:4][O:5][C:6]1[CH:14]=[CH:13][CH:12]=[C:11]2[C:7]=1[CH:8]=[CH:9][NH:10]2.[F:15][C:16]1[CH:21]=[CH:20][C:19]([CH:22](N2CCCCC2)[C:23]2[CH:28]=[CH:27][C:26]([F:29])=[CH:25][CH:24]=2)=[CH:18][CH:17]=1.[C:36]([OH:41])(=[O:40])[C:37]([OH:39])=[O:38].CO>C(OCC)(=O)C>[C:36]([OH:41])(=[O:40])[C:37]([OH:39])=[O:38].[NH:10]1[C:11]2[C:7](=[C:6]([O:5][CH2:4][C@@H:2]([OH:1])[CH2:3][N:10]3[CH2:37][CH2:36][CH:7]([CH:22]([C:19]4[CH:18]=[CH:17][C:16]([F:15])=[CH:21][CH:20]=4)[C:23]4[CH:24]=[CH:25][C:26]([F:29])=[CH:27][CH:28]=4)[CH2:8][CH2:9]3)[CH:14]=[CH:13][CH:12]=2)[CH:8]=[CH:9]1 |f:5.6|. Reported procedure: The title compound was prepared in similar fashion from (S)-(+)-4-(oxiranylmethoxy)-1H-indole and 4-(bis(4-fluorophenyl)methylpiperidine. The resulting free base was dissolved in ethyl acetate, and precipitated with one equivalent of oxalic acid in ethyl acetate in 64% overall yield. FDMS m/e=476 (M+ of free base). α[D]589 =-9.85 (c=0.89, methanol). Reaction SMILES: [CH2:37]1[O:38][CH2:39][CH2:40][CH2:41]1.[CH3:3][CH:4]([CH2:5][CH2:6][CH:7]([CH2:8][CH2:9][CH:10]([CH3:11])[CH3:12])[N:13]1[CH:14]([c:24]2[cH:25][cH:26][c:27]([C:30]([F:31])([F:32])[F:33])[cH:28][cH:29]2)[CH2:15][CH:16]([CH2:19][C:20](=[O:21])[O:22][CH3:23])[CH2:17][CH2:18]1)[CH3:34].[ClH:35].[Li+:2].[OH-:1].[OH2:36]>>[CH3:3][CH:4]([CH2:5][CH2:6][CH:7]([CH2:8][CH2:9][CH:10]([CH3:11])[CH3:12])[N:13]1[CH:14]([c:24]2[cH:25][cH:26][c:27]([C:30]([F:31])([F:32])[F:33])[cH:28][cH:29]2)[CH2:15][CH:16]([CH2:19][C:20](=[O:21])[OH:22])[CH2:17][CH2:18]1)[CH3:34]. Reactants: C1CCOC1, COC(=O)CC1CCN(C(CCC(C)C)CCC(C)C)C(c2ccc(C(F)(F)F)cc2)C1, Cl, [Li+], [OH-], O. Yields the product CC(C)CCC(CCC(C)C)N1CCC(CC(=O)O)CC1c1ccc(C(F)(F)F)cc1. The reactants are NC=1NC2=C(N1)C=CC(=C2)CO (2-amino-5-hydroxymethylbenzimidazole), Br (hydrobromic acid), Cl.NCCS (cysteamine hydrochloride). The product is NC=1NC2=C(N1)C=CC(=C2)CSCCN (2-amino-5-[(2-aminoethyl)thiomethyl]benzimidazole). Reaction SMILES: [NH2:1][C:2]1[NH:3][C:4]2[CH:10]=[C:9]([CH2:11]O)[CH:8]=[CH:7][C:5]=2[N:6]=1.Br.Cl.[NH2:15][CH2:16][CH2:17][SH:18]>>[NH2:1][C:2]1[NH:3][C:4]2[CH:10]=[C:9]([CH2:11][S:18][CH2:17][CH2:16][NH2:15])[CH:8]=[CH:7][C:5]=2[N:6]=1 |f:2.3|. Procedure details: 2-amino-5-hydroxymethylbenzimidazole (2.5 g) prepared according to the method described in Ger. offen. 2,528,846 (1976) and an aqueous 47% hydrobromic acid solution (25 ml) of cysteamine hydrochloride (1.3 g) were subjected to refluxing with heating for five hrs thereby to yield 2-amino-5-[(2-aminoethyl)thiomethyl]benzimidazole.3hydrobromate (melting point: 262°-265° C. (decomposition), 3 g). The reactants are COC1=C(SC=C1)C=O (3-methoxy-2-thiophenecarboxaldehyde), C(#C)[Mg]Cl (ethynylmagnesium chloride). The product is OC(C#C)C=1SC=CC1OC (3-hydroxy-3-(3-methoxy-2-thiophenyl)-1-propyne). RXN SMILES: [CH3:1][O:2][C:3]1[CH:7]=[CH:6][S:5][C:4]=1[CH:8]=[O:9].[C:10]([Mg]Cl)#[CH:11]>>[OH:9][CH:8]([C:4]1[S:5][CH:6]=[CH:7][C:3]=1[O:2][CH3:1])[C:10]#[CH:11]. Reported procedure: 3-Methoxy-2-thiophenecarboxadlehyde was prepared by adding n-butyllithium (10.56 mmol, 2.5M solution in hexane)(Aldrich), without cooling, to a solution of 3-methoxythiophene (1 g,8.8 mmol) (Aldrich) in dry diethyl ether (5 mL) over a period of 5 min. The mixture was gently heated at reflux for 2 h at which time the organolithium compound was transferred, via cannula, to a solution of DMF (23 mmol) in diethyl ether (5 mL) which was cooled in an ice bath. The reaction was stirred at room temperat...